From a dataset of the Open Reaction Database (ORD), a public repository of structured organic reaction records. describe an organic reaction: reactants, conditions, products, and yield Starting materials: NC=1C=C(C(=O)CCC(=O)O)C=CC1OC (3-(3-amino-4-methoxybenzoyl) propionic acid), N(=O)[O-].[Na+] (sodium nitrite), hydrated copper sulphate, [Cl-].[Na+] (sodium chloride), S(=O)(=O)([O-])S(=O)[O-].[Na+].[Na+] (sodium metabisulphite), [OH-].[Na+] (sodium hyroxide), diazo. The solvent is Cl (hydrochloric acid), O (water), O (water), O (water). Product: ClC=1C=C(C(=O)CCC(=O)O)C=CC1OC (3-(3-Chloro-4-methoxybenzoyl)propionic acid). Reaction SMILES: N[C:2]1[CH:3]=[C:4]([CH:12]=[CH:13][C:14]=1[O:15][CH3:16])[C:5]([CH2:7][CH2:8][C:9]([OH:11])=[O:10])=[O:6].N([O-])=O.[Na+].[Cl-:21].[Na+].S(S([O-])=O)([O-])(=O)=O.[Na+].[Na+].[OH-].[Na+]>Cl.O>[Cl:21][C:2]1[CH:3]=[C:4]([CH:12]=[CH:13][C:14]=1[O:15][CH3:16])[C:5]([CH2:7][CH2:8][C:9]([OH:11])=[O:10])=[O:6] |f:1.2,3.4,5.6.7,8.9|. Reported procedure: A solution of 3-(3-amino-4-methoxybenzoyl) propionic acid (5 g.) in concentrated hydrochloric acid (25 ml.) was diazotised at 0°C by the addition of a solution of sodium nitrite (1.54 g.) in water (5 ml.). This diazo solution was added with stirring to a solution containing hydrated copper sulphate (6.3 g.) and sodium chloride (5.4 g.) in water (20 ml.) to which had been added a solution containing sodium metabisulphite (1.4 g.) and sodium hyroxide (0.9 g.) in water (10 ml.). The mixture was the...